This data is from the Open Reaction Database (ORD), a public repository of structured organic reaction records. The task is: describe an organic reaction: reactants, conditions, products, and yield Reactants: OC1=C(C(=O)OCC2=CC=CC=C2)C=CC=C1CC(C[Si](O[Si](C)(C)C)(O[Si](C)(C)C)C)C (benzyl 2-hydroxy-3-[2-methyl-3-[1,3,3,3-tetramethyl-1-[(trimethylsilyl)oxy]disiloxanyl]propyl]benzoate), C1=CCCCC1 (cyclohexene). Reagents/catalysts: [Pd] (palladium-on-charcoal). Run in C(C)O (ethanol). The product is OC1=C(C(=O)O)C=CC=C1CC(C[Si](O[Si](C)(C)C)(O[Si](C)(C)C)C)C (2-hydroxy-3-[2-methyl-3-[1,3,3,3-tetramethyl-1-[(trimethylsilyl)oxy]disiloxanyl]-propyl]benzoic acid). Yield: 78.6%. RXN SMILES: [OH:1][C:2]1[C:17]([CH2:18][CH:19]([CH3:33])[CH2:20][Si:21]([CH3:32])([O:27][Si:28]([CH3:31])([CH3:30])[CH3:29])[O:22][Si:23]([CH3:26])([CH3:25])[CH3:24])=[CH:16][CH:15]=[CH:14][C:3]=1[C:4]([O:6]CC1C=CC=CC=1)=[O:5].C1CCCCC=1>[Pd].C(O)C>[OH:1][C:2]1[C:17]([CH2:18][CH:19]([CH3:33])[CH2:20][Si:21]([CH3:32])([O:27][Si:28]([CH3:29])([CH3:31])[CH3:30])[O:22][Si:23]([CH3:26])([CH3:25])[CH3:24])=[CH:16][CH:15]=[CH:14][C:3]=1[C:4]([OH:6])=[O:5]. Procedure details: A mixture of the above crude oil of benzyl 2-hydroxy-3-[2-methyl-3-[1,3,3,3-tetramethyl-1-[(trimethylsilyl)oxy]disiloxanyl]propyl]benzoate (11.61 g, 0.023 mol), ethanol (40 ml), cyclohexene (12 ml) and 10% palladium-on-charcoal (1.2 g) was maintained at reflux for 1 hour. The mixture was cooled and rinsed with ethanol. The liquids were concentrated and the pale yellow oil obtained was purified by chromatography on silica under pressure (eluent: 80/20/0.2 CH2Cl2 /ethyl acetate/acetic acid) to giv... The reactants are FC(C=1C=C(C(C(=O)O)=CC1)C(=O)O)(F)F (4-trifluoromethyl-phthalic acid), CO (methanol), NCC(=O)O (glycine), crude product. The product is COC(CN1C(C2=CC=C(C=C2C1=O)C(F)(F)F)=O)=O ((1,3-Dioxo-5-trifluoromethyl-1,3-dihydro-isoindol-2-yl)-acetic acid methyl ester). Reaction SMILES: [F:1][C:2]([F:16])([F:15])[C:3]1[CH:4]=[C:5]([C:12]([OH:14])=O)[C:6](=[CH:10][CH:11]=1)[C:7]([OH:9])=O.[NH2:17][CH2:18][C:19]([OH:21])=[O:20].[CH3:22]O>>[CH3:22][O:20][C:19](=[O:21])[CH2:18][N:17]1[C:12](=[O:14])[C:5]2[C:6](=[CH:10][CH:11]=[C:3]([C:2]([F:1])([F:16])[F:15])[CH:4]=2)[C:7]1=[O:9]. Procedure details: 4-trifluoromethyl-phthalic acid was reacted with glycine in analogy to Example D-1 b). The crude product was then reacted with methanol in analogy to Example D-1 c); 1H NMR (CDCl3): δ=8.14 (s, 1H), 8.02 (m, 2H), 4.48 (s, 2H), 3.78 (s, 3H). Reactants: N1(CCOCC1)C(CN1C(NC2=C1C=CC(=C2)B2OC(C(O2)(C)C)(C)C)=O)C (1-(2-morpholin-4-yl-propyl)-5-(4,4,5,5-tetramethyl-[1,3,2]dioxaborolan-2-yl)-1,3-dihydro-benzoimidazol-2-one), 1.72, BrC=C1C2=C(OCC3=C1C=CC=C3)C=C(C=C2)F (11-bromomethylene-3-fluoro-6,11-dihydro-dibenzo[b,e]oxepine), C(=O)([O-])[O-].[Na+].[Na+] (Na2CO3). The reagents and catalysts are C=1C=CC(=CC1)[P](C=2C=CC=CC2)(C=3C=CC=CC3)[Pd]([P](C=4C=CC=CC4)(C=5C=CC=CC5)C=6C=CC=CC6)([P](C=7C=CC=CC7)(C=8C=CC=CC8)C=9C=CC=CC9)[P](C=1C=CC=CC1)(C=1C=CC=CC1)C=1C=CC=CC1 ((Ph3P)4Pd). The solvent is O1CCOCC1 (dioxane). Yields the product FC=1C=CC2=C(OCC3=C(C2=CC2=CC4=C(N(C(N4)=O)CCCN4CCOCC4)C=C2)C=CC=C3)C1 (5-(3-fluoro-6H-dibenzo[b,e]oxepin-11-ylidenemethyl)-1-(3-morpholin-4-yl-propyl)-1,3-dihydro-benzoimidazol-2-one). RXN SMILES: N1([CH:7]([CH3:28])[CH2:8][N:9]2[C:13]3[CH:14]=[CH:15][C:16](B4OC(C)(C)C(C)(C)O4)=[CH:17][C:12]=3[NH:11][C:10]2=[O:27])CCOCC1.Br[CH:30]=[C:31]1[C:37]2[CH:38]=[CH:39][CH:40]=[CH:41][C:36]=2[CH2:35][O:34][C:33]2[CH:42]=[C:43]([F:46])[CH:44]=[CH:45][C:32]1=2.[C:47]([O-:50])([O-])=O.[Na+].[Na+]>C1C=CC([P]([Pd]([P](C2C=CC=CC=2)(C2C=CC=CC=2)C2C=CC=CC=2)([P](C2C=CC=CC=2)(C2C=CC=CC=2)C2C=CC=CC=2)[P](C2C=CC=CC=2)(C2C=CC=CC=2)C2C=CC=CC=2)(C2C=CC=CC=2)C2C=CC=CC=2)=CC=1.O1CCOCC1>[F:46][C:43]1[CH:44]=[CH:45][C:32]2[C:31](=[CH:30][C:16]3[CH:15]=[CH:14][C:13]4[N:9]([CH2:8][CH2:7][CH2:28][N:9]5[CH2:10][CH2:47][O:50][CH2:7][CH2:8]5)[C:10](=[O:27])[NH:11][C:12]=4[CH:17]=3)[C:37]3[CH:38]=[CH:39][CH:40]=[CH:41][C:36]=3[CH2:35][O:34][C:33]=2[CH:42]=1 |f:2.3.4,^1:56,58,77,96|. Reported procedure: Following procedures essentially as described in Example 219, mix 1-(2-morpholin-4-yl-propyl)-5-(4,4,5,5-tetramethyl-[1,3,2]dioxaborolan-2-yl)-1,3-dihydro-benzoimidazol-2-one (205 mg, 0.53 mmol)(prepared following procedures essentially as described in Preparation 36), 11-bromomethylene-3-fluoro-6,11-dihydro-dibenzo[b,e]oxepine (E-isomer, 150 mg, 0.5 mmol), 2N Na2CO3 (0.5 mL), dioxane (5 mL) and (Ph3P)4Pd (53 mg, 0.046 mmol). Purify the crude product by column chromatography using 2N NH3 in MeOH... The reactants are C(C1=CC=CC=C1)OC=1N=NC=C2C1NC(=C2C)C (7-benzyloxy-2,3-dimethylpyrrolo[2,3-d]pyridazine), CS(=O)(=O)OCC=CC(F)(F)F (4,4,4-trifluoro-2-butenyl methanesulfonate). The product is C(C1=CC=CC=C1)OC=1N=NC=C2C1N(C(=C2C)C)CC=CC(F)(F)F (7-Benzyloxy-2,3-dimethyl-1-(4,4,4-trifluoro-2-butenyl)-pyrrolo[2,3 -d]pyridazine). The yield is 20.7%. As a reaction SMILES: [CH2:1]([O:8][C:9]1[N:10]=[N:11][CH:12]=[C:13]2[C:17]([CH3:18])=[C:16]([CH3:19])[NH:15][C:14]=12)[C:2]1[CH:7]=[CH:6][CH:5]=[CH:4][CH:3]=1.CS(O[CH2:25][CH:26]=[CH:27][C:28]([F:31])([F:30])[F:29])(=O)=O>>[CH2:1]([O:8][C:9]1[N:10]=[N:11][CH:12]=[C:13]2[C:17]([CH3:18])=[C:16]([CH3:19])[N:15]([CH2:25][CH:26]=[CH:27][C:28]([F:31])([F:30])[F:29])[C:14]=12)[C:2]1[CH:3]=[CH:4][CH:5]=[CH:6][CH:7]=1. Reported procedure: The title compound was prepared as pale yellow crystals in 20.7% yield in a similar procedure to that described in Example 41-by using 7-benzyloxy-2,3-dimethylpyrrolo[2,3-d]pyridazine and 4,4,4-trifluoro-2-butenyl methanesulfonate. The reactants are Cl (hydrochloric acid), NC1=NC=C(C=C1)Br (2-amino-5-bromopyridine), methyl 2-chloro-3-acetoacetate, [OH-].[Na+] (sodium hydroxide), O (water). Solvent: CCO (EtOH). Conditions: temperature 80 celsius, time 12 hour. Product: BrC=1C=CC=2N(C1)C(=C(N2)C)C(=O)O (6-bromo-2-methylimidazo[1,2-a]pyridine-3-carboxylic acid). The yield is 30.0%. As a reaction SMILES: [NH2:1][C:2]1[CH:7]=[CH:6][C:5]([Br:8])=[CH:4][N:3]=1.[OH-:9].[Na+].[OH2:11].Cl>CCO>[Br:8][C:5]1[CH:6]=[CH:7][C:2]2[N:3]([C:5]([C:4]([OH:11])=[O:9])=[C:6]([CH3:7])[N:1]=2)[CH:4]=1 |f:1.2|. Reported procedure: To a solution of 2-amino-5-bromopyridine (25.0 g, 144.5 mmol) in EtOH (150 mL), was added methyl 2-chloro-3-acetoacetate (18.6 mL, 144.5 mmol), and the mixture was refluxed at 80° C. for 12 h. Then the reaction mixture was allowed to cool to rt, and then were added 8N aqueous sodium hydroxide solution (60 mL, 480 mmol) and water (30 mL). The mixture was stirred at 80° C. for 12 h, allowed to cool to 0° C., and then neutralized by the addition of 6N hydrochloric acid (300 mL). The resulting preci... The reactants are BrCc1ccc(-c2ccccc2)cc1, [Li]CCCC, c1ccc(Cn2nnc3ccccc32)cc1, C1CCOC1. Product: c1ccc(-c2ccc(CC(c3ccccc3)n3nnc4ccccc43)cc2)cc1. As a reaction SMILES: [Br:22][CH2:23][c:24]1[cH:25][cH:26][c:27](-[c:30]2[cH:31][cH:32][cH:33][cH:34][cH:35]2)[cH:28][cH:29]1.[CH2:17]([Li:18])[CH2:19][CH2:20][CH3:21].[CH2:1]([c:2]1[cH:3][cH:4][cH:5][cH:6][cH:7]1)[n:8]1[n:9][n:10][c:11]2[c:12]1[cH:13][cH:14][cH:15][cH:16]2.[O:36]1[CH2:37][CH2:38][CH2:39][CH2:40]1>>[CH:1]([c:2]1[cH:3][cH:4][cH:5][cH:6][cH:7]1)([n:8]1[n:9][n:10][c:11]2[c:12]1[cH:13][cH:14][cH:15][cH:16]2)[CH2:23][c:24]1[cH:25][cH:26][c:27](-[c:30]2[cH:31][cH:32][cH:33][cH:34][cH:35]2)[cH:28][cH:29]1. The reactants are C1N2CN3CN1CN(C2)C3 (hexamethylenetetramine), BrCCN1C(OC=2C1=NC=CC2)=O (3-(2-bromoethyl)-3H-oxazolo[4,5-b]pyridin-2-one). The solvent is C(Cl)(Cl)Cl (chloroform), C(Cl)(Cl)Cl (chloroform). The product is NCCN1C(OC=2C1=NC=CC2)=O (3-(2-AMINOETHYL)-3H-OXAZOLO[4,5-b]PYRIDIN-2-ONE). Reaction SMILES: C1N2CN3CN(C2)C[N:2]1C3.Br[CH2:12][CH2:13][N:14]1[C:18]2=[N:19][CH:20]=[CH:21][CH:22]=[C:17]2[O:16][C:15]1=[O:23]>C(Cl)(Cl)Cl>[NH2:2][CH2:12][CH2:13][N:14]1[C:18]2=[N:19][CH:20]=[CH:21][CH:22]=[C:17]2[O:16][C:15]1=[O:23]. Procedure: 0.013 mol of hexamethylenetetramine, dissolved beforehand in 20 cm3 of chloroform, and 0.01 mol of 3-(2-bromoethyl)-3H-oxazolo[4,5-b]pyridin-2-one, dissolved beforehand in 15 cm3 of chloroform, are introduced into a round-bottomed flask placed under argon and surmounted by a condenser. The mixture is heated to reflux for one week. The product is drained and dried. The precipitate is introduced into a ground-necked 250-cm3 flask equipped with a reflux condenser, and 50 cm3 of absolute alcohol and...